Dataset: the Open Reaction Database (ORD), a public repository of structured organic reaction records. Task: describe an organic reaction: reactants, conditions, products, and yield Starting materials: ICC(=O)N (2-iodoacetamide), Cl.Cl.FC1=CC=C(C=C1)CN1C(=NC=2C1=NC=CC2)CC2CCNCC2 ((4-fluorophenylmethyl]-2-(4-piperidinylmethyl)-3H-imidazo[4,5-b]pyridine dihydrochloride), C(O)([O-])=O.[Na+] (sodium hydrogen carbonate). Run in C(C)O (ethanol). Reaction conditions: time 3 hour. The product is FC1=CC=C(C=C1)CN1C(=NC=2C1=NC=CC2)CC2CCN(CC2)CC(=O)N (4-[[3-[(4-fluorophenyl)-methyl]-3H-imidazo[4,5-b]pyridin-2-yl]methyl]-1-piperidineacetamide). Yield: 44.5%. As a reaction SMILES: I[CH2:2][C:3]([NH2:5])=[O:4].Cl.Cl.[F:8][C:9]1[CH:14]=[CH:13][C:12]([CH2:15][N:16]2[C:20]3=[N:21][CH:22]=[CH:23][CH:24]=[C:19]3[N:18]=[C:17]2[CH2:25][CH:26]2[CH2:31][CH2:30][NH:29][CH2:28][CH2:27]2)=[CH:11][CH:10]=1.C(=O)([O-])O.[Na+]>C(O)C>[F:8][C:9]1[CH:10]=[CH:11][C:12]([CH2:15][N:16]2[C:20]3=[N:21][CH:22]=[CH:23][CH:24]=[C:19]3[N:18]=[C:17]2[CH2:25][CH:26]2[CH2:31][CH2:30][N:29]([CH2:2][C:3]([NH2:5])=[O:4])[CH2:28][CH2:27]2)=[CH:13][CH:14]=1 |f:1.2.3,4.5|. Procedure: A mixture of 9.3 parts of 2-iodoacetamide, 20.0 parts of 3-[(4-fluorophenylmethyl]-2-(4-piperidinylmethyl)-3H-imidazo[4,5-b]pyridine dihydrochloride, 17.0 parts of sodium hydrogen carbonate and 200 parts of ethanol was stirred for 3 hours at at reflux temperature. The salts were filtered off and the filtrate was evaporated. The residue was purified by column chromatography over silica gel using a mixture of trichloromethane, methanol and ammonium hydroxide (90:9:1 by volume) as eluent. The pure ...